Task: describe an organic reaction: reactants, conditions, products, and yield. Dataset: the Open Reaction Database (ORD), a public repository of structured organic reaction records Reactants: C1(=CC=CC=C1)OC(NC1=C(C=C(C=C1)OC1=CC=NC2=CC(=C(C=C12)C(N)=O)OC)C)=O ([4-(6-Carbamoyl-7-methoxy-4-quinolyl)oxy-2-methylphenyl]carbamic acid phenyl ester), CS(=O)C (dimethylsulfoxide), CN (methylamine), O1CCCC1 (tetrahydrofuran). Run in C(C)(=O)OCC (ethyl acetate), O (Water). Conditions: time 5 minute. Yields the product C(N)(=O)C=1C=C2C(=CC=NC2=CC1OC)OC1=CC(=C(C=C1)NC(=O)NC)C (N-[4-(6-Carbamoyl-7-methoxy-4-quinolyl)oxy-2-methylphenyl]-N′-methylurea). RXN SMILES: C1([O:7][C:8](=O)[NH:9][C:10]2[CH:15]=[CH:14][C:13]([O:16][C:17]3[C:26]4[C:21](=[CH:22][C:23]([O:30][CH3:31])=[C:24]([C:27](=[O:29])[NH2:28])[CH:25]=4)[N:20]=[CH:19][CH:18]=3)=[CH:12][C:11]=2[CH3:32])C=CC=CC=1.CS(C)=O.[CH3:38][NH2:39].O1CCCC1>C(OCC)(=O)C.O>[C:27]([C:24]1[CH:25]=[C:26]2[C:21](=[CH:22][C:23]=1[O:30][CH3:31])[N:20]=[CH:19][CH:18]=[C:17]2[O:16][C:13]1[CH:14]=[CH:15][C:10]([NH:9][C:8]([NH:39][CH3:38])=[O:7])=[C:11]([CH3:32])[CH:12]=1)(=[O:29])[NH2:28]. Procedure: [4-(6-Carbamoyl-7-methoxy-4-quinolyl)oxy-2-methylphenyl]carbamic acid phenyl ester (70 mg) was added to dimethylsulfoxide (0.8 ml), and then a methylamine-containing 2N tetrahydrofuran solution (0.4 ml) was added and the mixture was stirred for 5 minutes. Water and ethyl acetate were added to the reaction solution, and the precipitated crystals were filtered out to obtain the title compound (48 mg).